Task: describe an organic reaction: reactants, conditions, products, and yield. Dataset: the Open Reaction Database (ORD), a public repository of structured organic reaction records Starting materials: FC(C=1C=CC(=NC1)C(=O)O)(F)F (5-(trifluoromethyl)picolinic acid), CC=1C(=NC2(N1)CCOC1=CC=C(C=C12)N)N (5′-methylspiro[chroman-4,2′-imidazole]-4′,6-diamine), CC=1C(=NC2(N1)CCOC1=CC=C(C=C12)N)N (5′-methylspiro[chroman-4,2′-imidazole]-4′,6-diamine). The product is NC1=NC2(N=C1C)CCOC1=CC=C(C=C12)NC(C1=NC=C(C=C1)C(F)(F)F)=O (N-(4′-Amino-5′-methylspiro[chroman-4,2′-imidazole]-6-yl)-5-(trifluoromethyl)picolinamide). Yield: 47.4%. RXN SMILES: [F:1][C:2]([F:13])([F:12])[C:3]1[CH:4]=[CH:5][C:6]([C:9]([OH:11])=O)=[N:7][CH:8]=1.[CH3:14][C:15]1[C:16]([NH2:30])=[N:17][C:18]2([C:28]3[C:23](=[CH:24][CH:25]=[C:26]([NH2:29])[CH:27]=3)[O:22][CH2:21][CH2:20]2)[N:19]=1>>[NH2:30][C:16]1[C:15]([CH3:14])=[N:19][C:18]2([C:28]3[C:23](=[CH:24][CH:25]=[C:26]([NH:29][C:9](=[O:11])[C:6]4[CH:5]=[CH:4][C:3]([C:2]([F:1])([F:13])[F:12])=[CH:8][N:7]=4)[CH:27]=3)[O:22][CH2:21][CH2:20]2)[N:17]=1. Procedure details: The title compound (44 mg, 46% yield) was prepared as described for Example 13a starting from 5-(trifluoromethyl)picolinic acid (45 mg, 0.23 mmol) and 5′-methylspiro[chroman-4,2′-imidazole]-4′,6-diamine (Intermediate 30, 54 mg, 0.23 mmol): 1H NMR (400 MHz, DMSO-d6) δ ppm 1.85-1.98 (m, 2 H), 2.24 (s, 3 H), 4.30-4.50 (m, 2 H), 6.56 (s, 2 H), 6.81 (d, 1 H), 7.02-7.10 (m, 1 H), 7.62-7.71 (m, 1 H), 8.28 (d, 1 H), 8.46 (dd, 1 H), 9.01-9.10 (m, 1 H), 10.57 (s, 1 H); MS (APCI+) m/z 404 [M+H]+. Starting materials: CC(=O)O, CSCc1cc(C(F)(F)F)ccc1N, OO. The product is CS(=O)Cc1cc(C(F)(F)F)ccc1N. RXN SMILES: [CH3:17][C:18](=[O:19])[OH:20].[CH3:1][S:2][CH2:3][c:4]1[c:5]([NH2:6])[cH:7][cH:8][c:9]([C:11]([F:12])([F:13])[F:14])[cH:10]1.[OH:15][OH:16]>>[CH3:1][S:2]([CH2:3][c:4]1[c:5]([NH2:6])[cH:7][cH:8][c:9]([C:11]([F:12])([F:13])[F:14])[cH:10]1)=[O:15].